This data is from the Open Reaction Database (ORD), a public repository of structured organic reaction records. The task is: describe an organic reaction: reactants, conditions, products, and yield RXN SMILES: [Cl:1][C:2]1[CH:7]=[C:6]([S:8](F)(=[O:10])=[O:9])[CH:5]=[CH:4][C:3]=1[NH:12][C:13](=[O:21])[C:14]([O:17]C(=O)C)([CH3:16])[CH3:15].[NH:22]1[CH2:27][CH2:26][CH2:25][CH2:24][CH2:23]1.O.[OH-].[Li+].CCOC(C)=O>CN(C)C1C=CN=CC=1.C(#N)C>[Cl:1][C:2]1[CH:7]=[C:6]([S:8]([N:22]2[CH2:27][CH2:26][CH2:25][CH2:24][CH2:23]2)(=[O:9])=[O:10])[CH:5]=[CH:4][C:3]=1[NH:12][C:13](=[O:21])[C:14]([OH:17])([CH3:15])[CH3:16] |f:2.3.4|. Run in C(C)#N (acetonitrile). The reactants are ClC1=C(C=CC(=C1)S(=O)(=O)F)NC(C(C)(C)OC(C)=O)=O (N-[2-chloro-4-(fluorosulphonyl)phenyl]-2-acetoxy-2-methylpropanamide), N1CCCCC1 (piperidine), CCOC(=O)C (EtOAc), O.[OH-].[Li+] (lithium hydroxide monohydrate). Reported procedure: A solution of N-[2-chloro-4-(fluorosulphonyl)phenyl]-2-acetoxy-2-methylpropanamide (Method B) (340 mg, 1 mmol), 4-dimethylaminopyridine (10 mg, 0.08 mmol) and piperidine (0.1 ml, 1 mmol) in acetonitrile (5 ml) was heated under reflux for 18 h. After evaporation to dryness, the residue was dissolved in 1% aqueous ethanol (10 ml) and lithium hydroxide monohydrate (84 mg, 2 mmol) was added. The mixture was stirred for 2 h at ambient temperature, then EtOAc (25 ml) was added. The resulting solution ... Conditions: time 2 hour. Yield: 60.0%. The reagents and catalysts are CN(C1=CC=NC=C1)C (4-dimethylaminopyridine). Yields the product ClC1=C(C=CC(=C1)S(=O)(=O)N1CCCCC1)NC(C(C)(C)O)=O (N-[2-Chloro-4-(piperidinosulphonyl)phenyl]-2-hydroxy-2-methylpropanamide). The product is N1CCC(CC1)CCCO (3-(4-Piperidinyl)-1-propanol). As a reaction SMILES: [N:1]1[CH:6]=[CH:5][C:4]([C:7]#[C:8][CH2:9][OH:10])=[CH:3][CH:2]=1>[Rh]>[NH:1]1[CH2:6][CH2:5][CH:4]([CH2:7][CH2:8][CH2:9][OH:10])[CH2:3][CH2:2]1. Reagents/catalysts: [Rh] (rhodium on alumina). Procedure details: 1-(4-Pyridyl)-1-propine-3-ol was hydrogenated with rhodium on alumina as catalyst. Reactants: N1=CC=C(C=C1)C#CCO (1-(4-Pyridyl)-1-propine-3-ol). Starting materials: NCc1ccccc1, C1COCCO1, CCCCCCCCCCC(O)C1CO1. Yields the product CCCCCCCCCCC(O)C(O)CNCc1ccccc1. RXN SMILES: [NH2:1][CH2:2][c:3]1[cH:4][cH:5][cH:6][cH:7][cH:8]1.[O:24]1[CH2:25][CH2:26][O:27][CH2:28][CH2:29]1.[O:9]1[CH2:10][CH:11]1[CH:12]([CH2:13][CH2:14][CH2:15][CH2:16][CH2:17][CH2:18][CH2:19][CH2:20][CH2:21][CH3:22])[OH:23]>>[NH:1]([CH2:2][c:3]1[cH:4][cH:5][cH:6][cH:7][cH:8]1)[CH2:10][CH:11]([OH:9])[CH:12]([CH2:13][CH2:14][CH2:15][CH2:16][CH2:17][CH2:18][CH2:19][CH2:20][CH2:21][CH3:22])[OH:23].